Dataset: the Open Reaction Database (ORD), a public repository of structured organic reaction records. Task: describe an organic reaction: reactants, conditions, products, and yield The reactants are FC(C(=O)O)(F)F (Trifluoracetic acid), C(C)(=O)N1[C@H](C[C@H](C2=CC(=CC=C12)C=1N=CN(C1)CC(=O)OC(C)(C)C)NC(=O)OC(C)C)C (1,1-dimethylethyl {(cis)-4-[1-acetyl-2-methyl-4-({[(1-methylethyl)oxy]carbonyl}amino)-1,2,3,4-tetrahydro-6-quinolinyl]-1H-imidazol-1-yl}acetate). The solvent is C(Cl)Cl (DCM). Reaction conditions: time 16 hour. Yields the product FC(C(=O)O)(F)F.C(C)(=O)N1[C@H](C[C@H](C2=CC(=CC=C12)C=1N=CN(C1)CC(=O)O)NC(=O)OC(C)C)C ({4-[(cis)-1-acetyl-2-methyl-4-({[(1-methylethyl)oxy]carbonyl}amino)-1,2,3,4-tetrahydro-6-quinolinyl]-1H-imidazol-1-yl}acetic acid trifluoroacetate). Yield: 84.0%. As a reaction SMILES: [F:1][C:2]([F:7])([F:6])[C:3]([OH:5])=[O:4].[C:8]([N:11]1[C:20]2[C:15](=[CH:16][C:17]([C:21]3[N:22]=[CH:23][N:24]([CH2:26][C:27]([O:29]C(C)(C)C)=[O:28])[CH:25]=3)=[CH:18][CH:19]=2)[C@H:14]([NH:34][C:35]([O:37][CH:38]([CH3:40])[CH3:39])=[O:36])[CH2:13][C@@H:12]1[CH3:41])(=[O:10])[CH3:9]>C(Cl)Cl>[F:1][C:2]([F:7])([F:6])[C:3]([OH:5])=[O:4].[C:8]([N:11]1[C:20]2[C:15](=[CH:16][C:17]([C:21]3[N:22]=[CH:23][N:24]([CH2:26][C:27]([OH:29])=[O:28])[CH:25]=3)=[CH:18][CH:19]=2)[C@H:14]([NH:34][C:35]([O:37][CH:38]([CH3:40])[CH3:39])=[O:36])[CH2:13][C@@H:12]1[CH3:41])(=[O:10])[CH3:9] |f:3.4|. Reported procedure: Trifluoracetic acid (1 mL) was added at room temperature to a solution of 1,1-dimethylethyl {(cis)-4-[1-acetyl-2-methyl-4-({[(1-methylethyl)oxy]carbonyl}amino)-1,2,3,4-tetrahydro-6-quinolinyl]-1H-imidazol-1-yl}acetate (for a preparation see Example 91) (1.26 g, 2.68 mmol) in DCM (5 mL). The reaction mixture was allowed to stand at room temperature for 16 h then concentrated in vacuo. The residue was co-evaporated twice with toluene then triturated with Et2O to give {4-[(cis)-1-acetyl-2-methyl-4-... The reactants are BrC1=CC(=C(OC2=C(C=CC(=C2)Cl)NCC(=O)OCC)C=C1)Cl (N-[2-(4-bromo-2-chlorophenoxy)-4-chlorophenyl]-glycine, ethyl ester), [F-].[Cs+] (Cesium fluoride), N1=CN=CC(=C1)B(O)O (pyrimidine-5-boronic acid). The reagents and catalysts are [Cl-].[Cl-].C1(=CC=CC=C1)P(C1=CC=CC=C1)[C-]1C=CC=C1.[CH-]1C=CC=C1.[Fe+2].[Pd+2] (Palladium(diphenylphosphinoferrocene) dichloride). Solvent: O1CCOCC1 (dioxane), Cl (HCl). The product is ClC1=CC(=C(C=C1)NCC(=O)OCC)OC1=C(C=C(C=C1)C=1C=NC=NC1)Cl (N-[4-chloro-2-[2-chloro-4-(5-pyrimidinyl)phenoxy]phenyl]-glycine, ethyl ester). As a reaction SMILES: Br[C:2]1[CH:22]=[CH:21][C:5]([O:6][C:7]2[CH:12]=[C:11]([Cl:13])[CH:10]=[CH:9][C:8]=2[NH:14][CH2:15][C:16]([O:18][CH2:19][CH3:20])=[O:17])=[C:4]([Cl:23])[CH:3]=1.[F-].[Cs+].[N:26]1[CH:31]=[C:30](B(O)O)[CH:29]=[N:28][CH:27]=1>O1CCOCC1.Cl.[Cl-].[Cl-].C1(P([C-]2C=CC=C2)C2C=CC=CC=2)C=CC=CC=1.[CH-]1C=CC=C1.[Fe+2].[Pd+2]>[Cl:13][C:11]1[CH:10]=[CH:9][C:8]([NH:14][CH2:15][C:16]([O:18][CH2:19][CH3:20])=[O:17])=[C:7]([O:6][C:5]2[CH:21]=[CH:22][C:2]([C:30]3[CH:31]=[N:26][CH:27]=[N:28][CH:29]=3)=[CH:3][C:4]=2[Cl:23])[CH:12]=1 |f:1.2,6.7.8.9.10.11|. Reported procedure: The subtitle compound was prepared by using the product from example 30 step ii) (0.20 g) which was dissolved in dry dioxane (10 ml). Cesium fluoride (0.15 g) followed by pyrimidine-5-boronic acid (0.058 g) and Palladium(diphenylphosphinoferrocene) dichloride (0.017 g) were added and the mixture was heated at 80 C for 10 hours. The mixture was diluted with 2M HCl, extracted with ethyl acetate, dried and concentrated under reduced pressure to give an oil. Yield 0.20 g. Starting materials: FC1=CC=C(C=C1)C1=CC=C(C=C1)C1=CC(=CC(=N1)C(=O)OC)C=C (Methyl 6-(4′-fluoro-[1,1′-biphenyl]-4-yl)-4-vinylpicolinate), N (ammonia). Run in CO (methanol), C(Cl)(Cl)Cl (chloroform), CO (methanol). Run at time 8 hour. Yields the product FC1=CC=C(C=C1)C1=CC=C(C=C1)C1=CC(=CC(=N1)C(=O)N)C=C (6-(4′-fluoro-[1,1′-biphenyl]-4-yl)-4-vinylpicolinamide). As a reaction SMILES: [F:1][C:2]1[CH:7]=[CH:6][C:5]([C:8]2[CH:13]=[CH:12][C:11]([C:14]3[N:19]=[C:18]([C:20]([O:22]C)=O)[CH:17]=[C:16]([CH:24]=[CH2:25])[CH:15]=3)=[CH:10][CH:9]=2)=[CH:4][CH:3]=1.[NH3:26]>CO.C(Cl)(Cl)Cl>[F:1][C:2]1[CH:3]=[CH:4][C:5]([C:8]2[CH:13]=[CH:12][C:11]([C:14]3[N:19]=[C:18]([C:20]([NH2:26])=[O:22])[CH:17]=[C:16]([CH:24]=[CH2:25])[CH:15]=3)=[CH:10][CH:9]=2)=[CH:6][CH:7]=1. Reported procedure: Methyl 6-(4′-fluoro-[1,1′-biphenyl]-4-yl)-4-vinylpicolinate (600 mg, 1.8 mmol) was dissolved in 10 mL of methanol in a pressure tube. Into the tube was condensed about 10 mL ammonia at −20° C. to −30° C. The pressure tube was tightly closed and the resulting solution was stirred at room temperature for overnight. TLC (silica gel, 10% methanol in chloroform) showed the reaction had gone to completion. The ammonia was removed by nitrogen purge and the methanol was removed under reduced pressure to... The reactants are ClC1=C(C(C2=CC=C(C=C2)Cl)O)C=CC=C1 (2,4′-dichlorobenzhydrol), C1(=CC=C(C=C1)S(=O)(=O)O)C (p-toluenesulphonic acid), C(C1=CC=CC=C1)(C1=CC=CC=C1)N1CC(C1)O (1-benzhydryl-3-azetidinol). Run in C1(=CC=CC=C1)C (toluene). Yields the product C(C1=CC=CC=C1)(C1=CC=CC=C1)N1CC(C1)OC(C1=C(C=CC=C1)Cl)C1=CC=C(C=C1)Cl (1-benzhydryl-3-(2,4′-dichlorobenzhydryloxy)azetidine). RXN SMILES: [Cl:1][C:2]1[CH:16]=[CH:15][CH:14]=[CH:13][C:3]=1[CH:4]([OH:12])[C:5]1[CH:10]=[CH:9][C:8]([Cl:11])=[CH:7][CH:6]=1.C1(C)C=CC(S(O)(=O)=O)=CC=1.[CH:28]([N:41]1[CH2:44][CH:43](O)[CH2:42]1)([C:35]1[CH:40]=[CH:39][CH:38]=[CH:37][CH:36]=1)[C:29]1[CH:34]=[CH:33][CH:32]=[CH:31][CH:30]=1>C1(C)C=CC=CC=1>[CH:28]([N:41]1[CH2:44][CH:43]([O:12][CH:4]([C:5]2[CH:6]=[CH:7][C:8]([Cl:11])=[CH:9][CH:10]=2)[C:3]2[CH:13]=[CH:14][CH:15]=[CH:16][C:2]=2[Cl:1])[CH2:42]1)([C:35]1[CH:36]=[CH:37][CH:38]=[CH:39][CH:40]=1)[C:29]1[CH:30]=[CH:31][CH:32]=[CH:33][CH:34]=1. Reported procedure: A solution of 2,4′-dichlorobenzhydrol (7) (178 mmol), p-toluenesulphonic acid (198 mmol) and 1-benzhydryl-3-azetidinol (1) (99 mmol) in toluene (500 mL) was heated at reflux in a Dean-Stark apparatus for 40 minutes. The solution was cooled, washed with sodium hydrogen carbonate (saturated aqueous solution, 700 mL), dried (MgSO4) and concentrated in vacuo. The residue was purified by column chromatography [SiO2; (10% ethyl acetate:isohexane)] to finish the product as a yellow oil (17.8 g, 38%). Starting materials: O=C([O-])O, CO, O=[N+]([O-])c1ccc2[nH]c(-c3n[nH]c4ccccc34)nc2c1, [Na+], Cl[Sn](Cl)(Cl)Cl. Yields the product Nc1ccc2nc(-c3n[nH]c4ccccc34)[nH]c2c1. As a reaction SMILES: [C:27](=[O:28])([OH:29])[O-:30].[CH3:32][OH:33].[N+:1]([O-:2])(=[O:3])[c:4]1[cH:5][c:6]2[c:7]([nH:8][c:9](-[c:11]3[n:12][nH:13][c:14]4[cH:15][cH:16][cH:17][cH:18][c:19]34)[n:10]2)[cH:20][cH:21]1.[Na+:31].[Sn:22]([Cl:23])([Cl:24])([Cl:25])[Cl:26]>>[NH2:1][c:4]1[cH:5][c:6]2[c:7]([n:8][c:9](-[c:11]3[n:12][nH:13][c:14]4[cH:15][cH:16][cH:17][cH:18][c:19]34)[nH:10]2)[cH:20][cH:21]1. The reactants are [Li] (lithium), C(C(=O)Cl)(=O)Cl (oxalyl chloride), COC(C1=C(N=CC=C1)C1=CC=C(C=C1)C(F)(F)F)=O (2-(4-trifluoromethyl-phenyl)-nicotinic acid methyl ester), O[Li].O (LiOH.H2O). The reagents and catalysts are CN(C)C=O (DMF). Run in C(Cl)Cl (methylene chloride), O (H2O), C1CCOC1 (THF). Reaction conditions: time 3.5 hour. Yields the product FC(C1=CC=C(C=C1)C1=C(C(=O)Cl)C=CC=N1)(F)F (2-(4-Trifluoromethyl-phenyl)-nicotinoyl chloride). RXN SMILES: C[O:2][C:3](=O)[C:4]1[CH:9]=[CH:8][CH:7]=[N:6][C:5]=1[C:10]1[CH:15]=[CH:14][C:13]([C:16]([F:19])([F:18])[F:17])=[CH:12][CH:11]=1.O[Li].O.[Li].C(Cl)(=O)C([Cl:28])=O>C(Cl)Cl.CN(C=O)C.O.C1COCC1>[F:17][C:16]([F:19])([F:18])[C:13]1[CH:14]=[CH:15][C:10]([C:5]2[N:6]=[CH:7][CH:8]=[CH:9][C:4]=2[C:3]([Cl:28])=[O:2])=[CH:11][CH:12]=1 |f:1.2,^1:23|. Procedure: To a solution of the title B compound, 2-(4-trifluoromethyl-phenyl)-nicotinic acid methyl ester (0.626 g, 2.228 mmol) in 1:1 THF:H2O (10 mL) is added LiOH.H2O (0.187 g, 4.456 mmol). After 3.5 h, the reaction mixture is concentrated to dryness under reduced pressure. To a slurry of the crude lithium salt in methylene chloride (10 mL) is added oxalyl chloride (0.78 mL, 8.91 mmol) followed by a few drops DMF. After stirring 16 h, the reaction mixture is concentrated to dryness under reduced pressur... Starting materials: N=1N=CN(C1)N (4H-1,2,4-triazol-4-amine), CC(C)(C)[O-].[K+] (KOtBu), OS(=O)(=O)[O-].[K+] (KHSO4), FC1=CC(=C(C#N)C=C1)Br (4-fluoro-2-bromobenzonitrile). Solvent: CS(=O)C (DMSO). Run at time 1 hour. The product is N=1N=CN(C1)NC1=CC(=C(C#N)C=C1)Br (4-(4H-1,2,4-Triazol-4-ylamino)-2-bromobenzonitrile). As a reaction SMILES: [N:1]1[N:2]=[CH:3][N:4]([NH2:6])[CH:5]=1.CC([O-])(C)C.[K+].F[C:14]1[CH:21]=[CH:20][C:17]([C:18]#[N:19])=[C:16]([Br:22])[CH:15]=1.OS([O-])(=O)=O.[K+]>CS(C)=O>[N:1]1[N:2]=[CH:3][N:4]([NH:6][C:14]2[CH:21]=[CH:20][C:17]([C:18]#[N:19])=[C:16]([Br:22])[CH:15]=2)[CH:5]=1 |f:1.2,4.5|. Procedure: To a solution of 4H-1,2,4-triazol-4-amine (4.204 g, 50.0 mmol) in DMSO (50 mL) was added KOtBu (5.51 g, 50.0 mmol). The mixture was stirred for 0.5 hours at room temperature before 4-fluoro-2-bromobenzonitrile (5.00 g, 25.0 mmol) was added and stirring was continued for 1 hour. The mixture was poured into crushed ice and neutralized with 2M KHSO4 solution. The precipitate was filtered off and recrystallised from MeOH to give CAB05094 (4.82 g, 73%) as a light yellow crystalline solid. Mp. 234-236... Reactants: O=C(Cl)CCl, Nc1ccc(-c2nc3ccccc3s2)cc1I, c1ccccc1. Yields the product O=C(CCl)Nc1ccc(-c2nc3ccccc3s2)cc1I. RXN SMILES: [Cl:18][CH2:19][C:20](=[O:21])[Cl:22].[NH2:1][c:2]1[c:3]([I:17])[cH:4][c:5](-[c:8]2[s:9][c:10]3[c:11]([n:12]2)[cH:13][cH:14][cH:15][cH:16]3)[cH:6][cH:7]1.[cH:23]1[cH:24][cH:25][cH:26][cH:27][cH:28]1>>[NH:1]([c:2]1[c:3]([I:17])[cH:4][c:5](-[c:8]2[s:9][c:10]3[c:11]([n:12]2)[cH:13][cH:14][cH:15][cH:16]3)[cH:6][cH:7]1)[C:20]([CH2:19][Cl:18])=[O:21]. The reagents and catalysts are [Fe] (iron). The solvent is C(C)(=O)OCC (ethyl acetate). As a reaction SMILES: Cl.O.C(O)C.[Cl:6][C:7]1[CH:12]=[CH:11][C:10]([N+:13]([O-])=O)=[C:9]([CH2:16][CH2:17][OH:18])[C:8]=1[F:19]>[Fe].C(OCC)(=O)C>[Cl:6][C:7]1[CH:12]=[CH:11][C:10]([NH2:13])=[C:9]([CH2:16][CH2:17][OH:18])[C:8]=1[F:19]. Reported procedure: 4.8 g of iron powder and 0.45 ml of concentrated hydrochloric acid were added to a mixture solvent of 50 ml of water and 10 ml of ethanol, and the solution was heated at 80°-90° C. 6.69 g (31 mmol) of 4-chloro-3-fluoro-2-(2-hydroxyethyl)nitrobenzene was added to the solution through 10 minutes, and the solution was heated for 1 hour as was. After air-cooling, 100 ml of ethyl acetate was added to the solution, and insoluble matter was filtered. The organic layer was separated and was washed with ... Starting materials: Cl (hydrochloric acid), O (water), C(C)O (ethanol), ClC1=C(C(=C(C=C1)[N+](=O)[O-])CCO)F (4-chloro-3-fluoro-2-(2-hydroxyethyl)nitrobenzene). Isolated yield 79.6%. Yields the product ClC1=C(C(=C(N)C=C1)CCO)F (4-Chloro-3-fluoro-2-(2-hydroxyethyl)aniline). Reactants: [I-].OC=1C(=NC=CC1)C[N+](C)(C)C ((3-hydroxypyridin-2-yl)-N,N,N-trimethylmethanaminium iodide), [I-].C[S+](C)C (trimethylsulfonium iodide), [H-].[Na+] (sodium hydride). The solvent is CS(=O)C (DMSO), CS(=O)C (DMSO), O (water). Conditions: time 30 minute. Product: O1CCC2=NC=CC=C21 (2,3-dihydrofuro[3,2-b]pyridine). Yield: 47.2%. RXN SMILES: [H-].[Na+].[I-].[CH3:4][S+](C)C.[I-].[OH:9][C:10]1[C:11]([CH2:16][N+](C)(C)C)=[N:12][CH:13]=[CH:14][CH:15]=1>CS(C)=O.O>[O:9]1[C:10]2[C:11](=[N:12][CH:13]=[CH:14][CH:15]=2)[CH2:16][CH2:4]1 |f:0.1,2.3,4.5|. Procedure details: To a suspension of 60% sodium hydride (11.4 g, 286 mmol) in DMSO (170 mL) was added trimethylsulfonium iodide (29.9 g, 136 mmol), and the mixture was stirred at room temperature for 30 min. A solution of (3-hydroxypyridin-2-yl)-N,N,N-trimethylmethanaminium iodide (40.0 g, 136 mmol) in DMSO (130 mL) was added dropwise thereto, and the mixture was further stirred at room temperature for 2 hr. The reaction mixture was diluted with water, and the mixture was extracted with ethyl acetate. 1M Hydrochl...